Dataset: the Open Reaction Database (ORD), a public repository of structured organic reaction records. Task: describe an organic reaction: reactants, conditions, products, and yield Reactants: CCOC(=O)C1NCCc2c1[nH]c1ccccc21, CN(C)c1ccncc1, CCN(C(C)C)C(C)C, O=C(Cl)c1ccc(F)cc1. The product is CCOC(=O)C1c2[nH]c3ccccc3c2CCN1C(=O)c1ccc(F)cc1. RXN SMILES: [CH2:1]([CH3:2])[O:3][C:4](=[O:5])[CH:6]1[NH:7][CH2:8][CH2:9][c:10]2[c:11]3[cH:12][cH:13][cH:14][cH:15][c:16]3[nH:17][c:18]21.[CH3:38][N:39]([c:40]1[cH:41][cH:42][n:43][cH:44][cH:45]1)[CH3:46].[CH:29]([N:30]([CH:31]([CH3:32])[CH3:33])[CH2:34][CH3:35])([CH3:36])[CH3:37].[F:19][c:20]1[cH:21][cH:22][c:23]([C:24](=[O:25])[Cl:26])[cH:27][cH:28]1>>[CH2:1]([CH3:2])[O:3][C:4](=[O:5])[CH:6]1[N:7]([C:24]([c:23]2[cH:22][cH:21][c:20]([F:19])[cH:28][cH:27]2)=[O:25])[CH2:8][CH2:9][c:10]2[c:11]3[cH:12][cH:13][cH:14][cH:15][c:16]3[nH:17][c:18]21. The reactants are BrC1=CC=C(C(=O)N2CCN(CC2)C=2C=C(OC(C(=O)OCC)(C)C)C=CC2)C=C1 (ethyl [3-{4-(4-bromobenzoyl)piperazinyl}phenoxy]α,α-dimethylacetate), O1CCOCC1 (dioxane), Cl (hydrochloric acid), [OH-].[Na+] (NaOH). Run in CO (methanol). Run at time 2 hour. Product: BrC1=CC=C(C(=O)N2CCN(CC2)C=2C=C(OC(C(=O)O)(C)C)C=CC2)C=C1 ([3-{4-(4-bromobenzoyl)piperazinyl}phenoxy]α,α-dimethylacetic acid). Isolated yield 81.0%. Reaction SMILES: [Br:1][C:2]1[CH:30]=[CH:29][C:5]([C:6]([N:8]2[CH2:13][CH2:12][N:11]([C:14]3[CH:15]=[C:16]([CH:26]=[CH:27][CH:28]=3)[O:17][C:18]([CH3:25])([CH3:24])[C:19]([O:21]CC)=[O:20])[CH2:10][CH2:9]2)=[O:7])=[CH:4][CH:3]=1.O1CCOCC1.[OH-].[Na+].Cl>CO>[Br:1][C:2]1[CH:3]=[CH:4][C:5]([C:6]([N:8]2[CH2:13][CH2:12][N:11]([C:14]3[CH:15]=[C:16]([CH:26]=[CH:27][CH:28]=3)[O:17][C:18]([CH3:25])([CH3:24])[C:19]([OH:21])=[O:20])[CH2:10][CH2:9]2)=[O:7])=[CH:29][CH:30]=1 |f:2.3|. Reported procedure: 1.90 g (4.00 mmol) of ethyl [3-{4-(4-bromobenzoyl)piperazinyl}phenoxy]α,α-dimethylacetate was dissolved in a solvent mixture containing 20 ml of dioxane and 20 ml of methanol, to which 20 ml of aqueous 1N NaOH solution was added and stirred for 2 hours at room temperature. After completion of the reaction, diluted hydrochloric acid was added to the reaction mixture to convert the system to acidic, followed by extraction with chloroform, washing with water and drying over anhydrous sodium sulfate...